Dataset: the Open Reaction Database (ORD), a public repository of structured organic reaction records. Task: describe an organic reaction: reactants, conditions, products, and yield Reactants: [H-].[Na+] (sodium hydride), FC(C=1C=C(C=CC1)C1=CCNC=2N1N=CC2C(=O)N)(F)F (4,5-Dihydro-7-(3-(trifluoromethyl)phenyl)-pyrazolo(1,5 -a)pyrimidine-3-carboxamide), C(=S)(N1C=NC=C1)N1C=NC=C1 (1,1'-thiocarbonyldiimidazole). Solvent: O1CCCC1 (tetrahydrofuran). Conditions: temperature -78 celsius, time 30 minute. Yields the product S=C1NC(C=2C=NN3C(=CCN1C32)C3=CC(=CC=C3)C(F)(F)F)=O (4,5-Dihydro-5-thioxo-8-(3-(trifluoromethyl)phenyl)-3H,6H-1,4,5a,8a-tetraazaacenaphthylene-3-one). Isolated yield 82.2%. Reaction SMILES: [F:1][C:2]([F:22])([F:21])[C:3]1[CH:4]=[C:5]([C:9]2[N:14]3[N:15]=[CH:16][C:17]([C:18]([NH2:20])=[O:19])=[C:13]3[NH:12][CH2:11][CH:10]=2)[CH:6]=[CH:7][CH:8]=1.[H-].[Na+].[C:25](N1C=CN=C1)(N1C=CN=C1)=[S:26]>O1CCCC1>[S:26]=[C:25]1[N:12]2[C:13]3[N:14]([C:9]([C:5]4[CH:6]=[CH:7][CH:8]=[C:3]([C:2]([F:21])([F:1])[F:22])[CH:4]=4)=[CH:10][CH2:11]2)[N:15]=[CH:16][C:17]=3[C:18](=[O:19])[NH:20]1 |f:1.2|. Procedure: To a stirred solution of 1.00 g of 4,5-dihydro-7-(3-(trifluoromethyl)phenyl)pyrazolo(1,5-a)pyrimidine-3-carboxamide (prepared as described in Example 8) in 30 ml of dry tetrahydrofuran cooled to -78° C. is added 286 mg of 60 percent sodium hydride (dispersion in mineral oil). The reaction mixture is stirred at -78° C. for 30 minutes then 637 mg of 1,1'-thiocarbonyldiimidazole is added and the mixture is allowed to slowly warm to room temperature and then is stirred for 36 hours. The mixture is q... The reactants are COc1ncccc1B(O)O, Nc1c(C(=O)NC2CC2)nnc2c(I)c(F)ccc12. The product is COc1ncccc1-c1c(F)ccc2c(N)c(C(=O)NC3CC3)nnc12. As a reaction SMILES: [CH3:20][O:21][c:22]1[n:23][cH:24][cH:25][cH:26][c:27]1[B:28]([OH:29])[OH:30].[NH2:1][c:2]1[c:3]([C:14](=[O:15])[NH:16][CH:17]2[CH2:18][CH2:19]2)[n:4][n:5][c:6]2[c:7]([I:13])[c:8]([F:12])[cH:9][cH:10][c:11]12>>[NH2:1][c:2]1[c:3]([C:14](=[O:15])[NH:16][CH:17]2[CH2:18][CH2:19]2)[n:4][n:5][c:6]2[c:7](-[c:27]3[c:22]([O:21][CH3:20])[n:23][cH:24][cH:25][cH:26]3)[c:8]([F:12])[cH:9][cH:10][c:11]12. The reactants are C(C1=CC=CC=C1)OC1=C(C=CC(=C1)OCC1=CC=CC=C1)C1=NNC(=C1)C(=O)OCC (ethyl 3-(2,4-dibenzyloxyphenyl)-pyrazole-5-carboxylate), [OH-].[K+] (KOH). The solvent is CO (methanol), C1CCOC1 (THF). Product: C(C1=CC=CC=C1)OC1=C(C=CC(=C1)OCC1=CC=CC=C1)C1=NNC(=C1)C(=O)O (3-(2,4-dibenzyloxyphenyl)-pyrazole-5-carboxylic acid). The yield is 9.3%. Reaction SMILES: [CH2:1]([O:8][C:9]1[CH:14]=[C:13]([O:15][CH2:16][C:17]2[CH:22]=[CH:21][CH:20]=[CH:19][CH:18]=2)[CH:12]=[CH:11][C:10]=1[C:23]1[CH:27]=[C:26]([C:28]([O:30]CC)=[O:29])[NH:25][N:24]=1)[C:2]1[CH:7]=[CH:6][CH:5]=[CH:4][CH:3]=1.[OH-].[K+]>CO.C1COCC1>[CH2:1]([O:8][C:9]1[CH:14]=[C:13]([O:15][CH2:16][C:17]2[CH:22]=[CH:21][CH:20]=[CH:19][CH:18]=2)[CH:12]=[CH:11][C:10]=1[C:23]1[CH:27]=[C:26]([C:28]([OH:30])=[O:29])[NH:25][N:24]=1)[C:2]1[CH:7]=[CH:6][CH:5]=[CH:4][CH:3]=1 |f:1.2|. Reported procedure: A solution of ethyl 3-(2,4-dibenzyloxyphenyl)-pyrazole-5-carboxylate (1.5 g) in methanol (20 mL) and THF(10 mL) is treated with aqueous 10% KOH (7.5 mL) and refluxed for 2 hours. The solution is evaporated, brought to pH 1 with 1 M HCl, and the precipitate filtered. The solid is purified by flash chromatography on silica, eluting with dichloromethane/methanol (98:2). Fractions homogeneous in the required product are combined and evaporated. The residue is recrystallized from ethyl acetate to giv...